Dataset: the Open Reaction Database (ORD), a public repository of structured organic reaction records. Task: describe an organic reaction: reactants, conditions, products, and yield Reactants: FC1=C(C=O)C=C(C=C1)[N+](=O)[O-] (2-Fluoro-5-nitrobenzaldehyde), COC=1C=C(CC#N)C=CC1OC (3,4-dimethoxybenzyl cyanide). Product: COC=1C=C(C=CC1OC)/C(/C#N)=C/C1=C(C=CC(=C1)[N+](=O)[O-])F ((Z)-2-(3,4-dimethoxy-phenyl)-3-(2-fluoro-5-nitro-phenyl)-acrylonitrile). Isolated yield 14.6%. Reaction SMILES: [F:1][C:2]1[CH:9]=[CH:8][C:7]([N+:10]([O-:12])=[O:11])=[CH:6][C:3]=1[CH:4]=O.[CH3:13][O:14][C:15]1[CH:16]=[C:17]([CH:21]=[CH:22][C:23]=1[O:24][CH3:25])[CH2:18][C:19]#[N:20]>>[CH3:13][O:14][C:15]1[CH:16]=[C:17](/[C:18](=[CH:4]/[C:3]2[CH:6]=[C:7]([N+:10]([O-:12])=[O:11])[CH:8]=[CH:9][C:2]=2[F:1])/[C:19]#[N:20])[CH:21]=[CH:22][C:23]=1[O:24][CH3:25]. Reported procedure: 2-Fluoro-5-nitrobenzaldehyde (85 mg) and 3,4-dimethoxybenzyl cyanide (89 mg) were subjected to condensation in accordance with process B of (production process 2), to thereby produce the target product (24 mg, yield: 15%). Reactants: C(C)(C)(C)OC(NCC[C@@H](CN=[N+]=[N-])NC(=O)OC(C)(C)C)=O (tert-Butyl{(3S)-4-azido-3-[(tert-butoxycarbonyl)amino]butyl}carbamate). Reagents/catalysts: [Pd] (palladium on activated carbon). The solvent is C(C)O (ethanol). The product is C(C)(C)(C)OC(NCC[C@@H](CN)NC(=O)OC(C)(C)C)=O (tert-Butyl{(3S)-4-amino-3-[(tert-butoxycarbonyl)amino]butyl}carbamate). Reaction SMILES: [C:1]([O:5][C:6](=[O:23])[NH:7][CH2:8][CH2:9][C@H:10]([NH:15][C:16]([O:18][C:19]([CH3:22])([CH3:21])[CH3:20])=[O:17])[CH2:11][N:12]=[N+]=[N-])([CH3:4])([CH3:3])[CH3:2]>C(O)C.[Pd]>[C:1]([O:5][C:6](=[O:23])[NH:7][CH2:8][CH2:9][C@H:10]([NH:15][C:16]([O:18][C:19]([CH3:22])([CH3:21])[CH3:20])=[O:17])[CH2:11][NH2:12])([CH3:4])([CH3:3])[CH3:2]. Reported procedure: Preparation takes place in analogy to Example 86A from 171 mg (0.52 mmol) of tert-butyl{(3S)-4-azido-3-[(tert-butoxycarbonyl)amino]butyl}carbamate (Example 91A) in 10 ml of ethanol with the addition of 20 mg of palladium on activated carbon (10%). The product is reacted without further purification. Reactants: C(C)(C)(C)OC(=O)NC1(CCC1)C1=CC=C(C=C1)C=1C(=CC2=C(OCC(N2)=NNC(=O)OCC)N1)C1=CC=CC=C1 (Ethyl 2-(6-(4-(1-(tert-butoxycarbonylamino)cyclobutyl)phenyl)-7-phenyl-1H-pyrido[2,3-b][1,4]oxazin-2(3H)-ylidene)hydrazinecarboxylate). Solvent: CN(C)C=O (DMF), ClCCl (dichloromethane). Product: C(C)(C)(C)OC(NC1(CCC1)C1=CC=C(C=C1)C=1C(=CC2=C(OCC=3N2C(NN3)=O)N1)C1=CC=CC=C1)=O (tert-butyl(1-(4-(1-oxo-8-phenyl-2,4-dihydro-1H-pyrido[2,3-b][1,2,4]triazolo[4,3-d][1,4]oxazin-7-yl)phenyl)cyclobutyl)carbamate). The yield is 34.2%. Reaction SMILES: [C:1]([O:5][C:6]([NH:8][C:9]1([C:13]2[CH:18]=[CH:17][C:16]([C:19]3[C:20]([C:36]4[CH:41]=[CH:40][CH:39]=[CH:38][CH:37]=4)=[CH:21][C:22]4[NH:27][C:26](=[N:28][NH:29][C:30](OCC)=[O:31])[CH2:25][O:24][C:23]=4[N:35]=3)=[CH:15][CH:14]=2)[CH2:12][CH2:11][CH2:10]1)=[O:7])([CH3:4])([CH3:3])[CH3:2]>CN(C=O)C.ClCCl>[C:1]([O:5][C:6](=[O:7])[NH:8][C:9]1([C:13]2[CH:18]=[CH:17][C:16]([C:19]3[C:20]([C:36]4[CH:41]=[CH:40][CH:39]=[CH:38][CH:37]=4)=[CH:21][C:22]4[N:27]5[C:30](=[O:31])[NH:29][N:28]=[C:26]5[CH2:25][O:24][C:23]=4[N:35]=3)=[CH:15][CH:14]=2)[CH2:12][CH2:11][CH2:10]1)([CH3:4])([CH3:3])[CH3:2]. Reported procedure: A solution of Ethyl 2-(6-(4-(1-(tert-butoxycarbonylamino)cyclobutyl)phenyl)-7-phenyl-1H-pyrido[2,3-b][1,4]oxazin-2(3H)-ylidene)hydrazinecarboxylate (24 mg, 0.04 mmol) in dry DMF (1 mL) was heated at 200° C. for 10 min under microwave irradiation. The reaction mixture was diluted with dichloromethane, filtered on celite and concentrated to dryness under reduced pressure. The resulting residue was purified by preparative HPLC (method G, gradient 5 to 95% 0.1% FA/ACN in 0.1% FA/H2O) to give the tit... Reactants: COC(=O)c1cc(-c2cnnn2C)cs1, CN(C)C=O, CCOC(C)=O, O=C1CCC(=O)N1Cl. Yields the product COC(=O)c1cc(-c2c(Cl)nnn2C)cs1. RXN SMILES: [CH3:1][n:2]1[n:3][n:4][cH:5][c:6]1-[c:7]1[cH:8][c:9]([C:12](=[O:13])[O:14][CH3:15])[s:10][cH:11]1.[CH3:24][N:25]([CH3:26])[CH:27]=[O:28].[CH3:29][CH2:30][O:31][C:32]([CH3:33])=[O:34].[Cl:16][N:17]1[C:18](=[O:19])[CH2:20][CH2:21][C:22]1=[O:23]>>[CH3:1][n:2]1[n:3][n:4][c:5]([Cl:16])[c:6]1-[c:7]1[cH:8][c:9]([C:12](=[O:13])[O:14][CH3:15])[s:10][cH:11]1. Starting materials: N12CCCCCC2=NCCC1 (1,8-diazabicyclo[5.4.0]undec-7-ene), ClC1=NC2=CC=CC=C2C=C1C=1N(C2=CC=C(C=C2C1)CO)C(=O)OC(C)(C)C (tert-butyl 2-(2-chloro-3-quinolinyl)-5-(hydroxymethyl)-1H-indole-1-carboxylate), C1(=CC=CC=C1)P(=O)(C1=CC=CC=C1)N=[N+]=[N-] (diphenylphosphoryl azide). Run in C1CCOC1 (THF). Run at temperature 23 celsius, time 20 hour. The product is N(=[N+]=[N-])CC=1C=C2C=C(N(C2=CC1)C(=O)OC(C)(C)C)C=1C(=NC2=CC=CC=C2C1)Cl (tert-butyl 5-(azidomethyl)-2-(2-chloro-3-quinolinyl)-1H-indole-1-carboxylate). As a reaction SMILES: N12CCCN=C1CCCCC2.[Cl:12][C:13]1[C:22]([C:23]2[N:24]([C:34]([O:36][C:37]([CH3:40])([CH3:39])[CH3:38])=[O:35])[C:25]3[C:30]([CH:31]=2)=[CH:29][C:28]([CH2:32]O)=[CH:27][CH:26]=3)=[CH:21][C:20]2[C:15](=[CH:16][CH:17]=[CH:18][CH:19]=2)[N:14]=1.C1(P([N:55]=[N+:56]=[N-:57])(C2C=CC=CC=2)=O)C=CC=CC=1>C1COCC1>[N:55]([CH2:32][C:28]1[CH:29]=[C:30]2[C:25](=[CH:26][CH:27]=1)[N:24]([C:34]([O:36][C:37]([CH3:40])([CH3:39])[CH3:38])=[O:35])[C:23]([C:22]1[C:13]([Cl:12])=[N:14][C:15]3[C:20]([CH:21]=1)=[CH:19][CH:18]=[CH:17][CH:16]=3)=[CH:31]2)=[N+:56]=[N-:57]. Procedure details: 1,8-diazabicyclo[5.4.0]undec-7-ene (0.400 mL, 2.69 mmol, 1.10 equiv) was added dropowise over 2 min to a solution of tert-butyl 2-(2-chloro-3-quinolinyl)-5-(hydroxymethyl)-1H-indole-1-carboxylate (7-2, 1.00 g, 2.45 mmol, 1 equiv) and diphenylphosphoryl azide (0.580 mL, 2.69 mmol, 1.10 equiv) in THF (20 mL) at 0° C. The resulting mixture was warmed to 23° C. and stirred for 20 h. The reaction mixture was partitioned between saturated sodium bicarbonate solution and ethyl acetate (2×75 mL). The co...